Dataset: the Open Reaction Database (ORD), a public repository of structured organic reaction records. Task: describe an organic reaction: reactants, conditions, products, and yield Run at temperature 60 celsius, time 4 hour. The solvent is CN(C(C)=O)C (N,N-dimethylacetamide), O (water). Procedure: 2-[6-(2-Aminoethyl)-2-pyridyl]-4H-1,3-benzothiazine-4-one trifluoroacetic acid salt (0.53 g, 1.3 mmol) was dissolved in N,N-dimethylacetamide (10 ml), and benzoyl chloride (0.38 g, 2.7 mmol) and potassium carbonate (0.18 g, 1.3 mmol) were added thereto. The reaction mixture was stirred at 60° C. for 4 hrs, combined with ethyl acetate and water. The organic layer was successively washed with saturated aqueous sodium hydrogen carbonate solution and saturated brine, and dried over anhydrous magnesi... As a reaction SMILES: FC(F)(F)C(O)=O.[NH2:8][CH2:9][CH2:10][C:11]1[N:16]=[C:15]([C:17]2[S:18][C:19]3[CH:27]=[CH:26][CH:25]=[CH:24][C:20]=3[C:21](=[O:23])[N:22]=2)[CH:14]=[CH:13][CH:12]=1.[C:28](Cl)(=[O:35])[C:29]1[CH:34]=[CH:33][CH:32]=[CH:31][CH:30]=1.C(=O)([O-])[O-].[K+].[K+].C(OCC)(=O)C>CN(C)C(=O)C.O>[O:23]=[C:21]1[C:20]2[CH:24]=[CH:25][CH:26]=[CH:27][C:19]=2[S:18][C:17]([C:15]2[N:16]=[C:11]([CH2:10][CH2:9][NH:8][C:28](=[O:35])[C:29]3[CH:34]=[CH:33][CH:32]=[CH:31][CH:30]=3)[CH:12]=[CH:13][CH:14]=2)=[N:22]1 |f:0.1,3.4.5|. Reactants: C(C)(=O)OCC (ethyl acetate), C(C1=CC=CC=C1)(=O)Cl (benzoyl chloride), C([O-])([O-])=O.[K+].[K+] (potassium carbonate), FC(C(=O)O)(F)F.NCCC1=CC=CC(=N1)C=1SC2=C(C(N1)=O)C=CC=C2 (2-[6-(2-Aminoethyl)-2-pyridyl]-4H-1,3-benzothiazine-4-one trifluoroacetic acid salt). Product: O=C1N=C(SC2=C1C=CC=C2)C2=CC=CC(=N2)CCNC(C2=CC=CC=C2)=O (N-[2-[6-(4-Oxo-4H-1,3-benzothiazin-2-yl)-2-pyridyl]ethyl]benzamide). Yield: 25.8%. Procedure: 6-(bromomethyl)-N-(4-chloro-3-(3-chlorobenzamido)phenyl)nicotinamide (0.2 mmol) was used in general procedure 5 with 1-acetylpiperazine (0.4 mmol). The product was purified by RP-HPLC to give 6-((4-acetylpiperazin-1-yl)methyl)-N-(4-chloro-3-(3-chlorobenzamido)phenyl)nicotinamide. MS (Q1) 526.0 (M)+ As a reaction SMILES: Br[CH2:2][C:3]1[CH:28]=[CH:27][C:6]([C:7]([NH:9][C:10]2[CH:15]=[CH:14][C:13]([Cl:16])=[C:12]([NH:17][C:18](=[O:26])[C:19]3[CH:24]=[CH:23][CH:22]=[C:21]([Cl:25])[CH:20]=3)[CH:11]=2)=[O:8])=[CH:5][N:4]=1.[C:29]([N:32]1[CH2:37][CH2:36][NH:35][CH2:34][CH2:33]1)(=[O:31])[CH3:30]>>[C:29]([N:32]1[CH2:37][CH2:36][N:35]([CH2:2][C:3]2[CH:28]=[CH:27][C:6]([C:7]([NH:9][C:10]3[CH:15]=[CH:14][C:13]([Cl:16])=[C:12]([NH:17][C:18](=[O:26])[C:19]4[CH:24]=[CH:23][CH:22]=[C:21]([Cl:25])[CH:20]=4)[CH:11]=3)=[O:8])=[CH:5][N:4]=2)[CH2:34][CH2:33]1)(=[O:31])[CH3:30]. Product: C(C)(=O)N1CCN(CC1)CC1=NC=C(C(=O)NC2=CC(=C(C=C2)Cl)NC(C2=CC(=CC=C2)Cl)=O)C=C1 (6-((4-acetylpiperazin-1-yl)methyl)-N-(4-chloro-3-(3-chlorobenzamido)phenyl)nicotinamide). Reactants: BrCC1=NC=C(C(=O)NC2=CC(=C(C=C2)Cl)NC(C2=CC(=CC=C2)Cl)=O)C=C1 (6-(bromomethyl)-N-(4-chloro-3-(3-chlorobenzamido)phenyl)nicotinamide), C(C)(=O)N1CCNCC1 (1-acetylpiperazine). Reactants: NN (Hydrazine), ClC=1C=C(C=NC1)C1=NC(=CC2=C1N(C(=N2)N2[C@@H](COCC2)C2=CC=CC=C2)C[C@@H]2CC[C@H](CC2)C)C(=O)OC (methyl 4-(5-chloropyridin-3-yl)-3-[(trans-4-methylcyclohexyl)methyl]-2-[(3R)-3-phenylmorpholin-4-yl]-3H-imidazo[4,5-c]pyridine-6-carboxylate). Solvent: ClCCl (dichloromethane), CO (methanol). Conditions: time 30 minute. The product is ClC=1C=C(C=NC1)C1=NC(=CC2=C1N(C(=N2)N2[C@@H](COCC2)C2=CC=CC=C2)C[C@@H]2CC[C@H](CC2)C)C(=O)NN (4-(5-chloropyridin-3-yl)-3-[(trans-4-methylcyclohexyl)methyl]-2-[(3R)-3-phenylmorpholin-4-yl]-3H-imidazo[4,5-c]pyridine-6-carbohydrazide). RXN SMILES: [NH2:1][NH2:2].[Cl:3][C:4]1[CH:5]=[C:6]([C:10]2[C:15]3[N:16]([CH2:31][C@H:32]4[CH2:37][CH2:36][C@H:35]([CH3:38])[CH2:34][CH2:33]4)[C:17]([N:19]4[CH2:24][CH2:23][O:22][CH2:21][C@H:20]4[C:25]4[CH:30]=[CH:29][CH:28]=[CH:27][CH:26]=4)=[N:18][C:14]=3[CH:13]=[C:12]([C:39]([O:41]C)=O)[N:11]=2)[CH:7]=[N:8][CH:9]=1>CO.ClCCl>[Cl:3][C:4]1[CH:5]=[C:6]([C:10]2[C:15]3[N:16]([CH2:31][C@H:32]4[CH2:33][CH2:34][C@H:35]([CH3:38])[CH2:36][CH2:37]4)[C:17]([N:19]4[CH2:24][CH2:23][O:22][CH2:21][C@H:20]4[C:25]4[CH:26]=[CH:27][CH:28]=[CH:29][CH:30]=4)=[N:18][C:14]=3[CH:13]=[C:12]([C:39]([NH:1][NH2:2])=[O:41])[N:11]=2)[CH:7]=[N:8][CH:9]=1. Procedure details: Hydrazine (9.2 mL, 293 mmol) was added to methyl 4-(5-chloropyridin-3-yl)-3-[(trans-4-methylcyclohexyl)methyl]-2-[(3R)-3-phenylmorpholin-4-yl]-3H-imidazo[4,5-c]pyridine-6-carboxylate (4.11 g, 7.33 mmol) dissolved in methanol (36.6 mL), and the solution was stirred at room temperature for 30 minutes. The mixture was diluted with dichloromethane and washed with water and brine. The organic layer was dried over sodium sulfate, filtered, and concentrated under reduced pressure to afford 4-(5-chlorop... The reactants are COC1=CC(=NC=C1)C1=CC=C2C=CC(NC2=C1)=O (7-(4-methoxypyridin-2-yl)-2-quinolone), P(=O)(Cl)(Cl)Cl (phosphorus oxychloride). Product: ClC1=NC2=CC(=CC=C2C=C1)C1=NC=CC(=C1)OC (2-chloro-7-(4-methoxypyridin-2-yl)quinoline). As a reaction SMILES: [CH3:1][O:2][C:3]1[CH:8]=[CH:7][N:6]=[C:5]([C:9]2[CH:18]=[C:17]3[C:12]([CH:13]=[CH:14][C:15](=O)[NH:16]3)=[CH:11][CH:10]=2)[CH:4]=1.P(Cl)(Cl)([Cl:22])=O>>[Cl:22][C:15]1[CH:14]=[CH:13][C:12]2[C:17](=[CH:18][C:9]([C:5]3[CH:4]=[C:3]([O:2][CH3:1])[CH:8]=[CH:7][N:6]=3)=[CH:10][CH:11]=2)[N:16]=1. Procedure: A suspension of 7-(4-methoxypyridin-2-yl)-2-quinolone (130 mg) in phosphorus oxychloride (5 ml) was refluxed for 2 hours. The mixture was evaporated under reduced pressure. The residue was poured into a saturated aqueous sodium hydrogencarbonate solution and extracted with dichloromethane. The organic layer was washed with brine, dried over sodium sulfate and evaporated under reduced pressure to give 2-chloro-7-(4-methoxypyridin-2-yl)quinoline (140mg). The product is C(C)C1=CC=C(C=C1)C=1C(=CSC1)CO ((4-(4-ethylphenyl)thiophen-3-yl)methanol). As a reaction SMILES: [CH2:1]([C:3]1[CH:8]=[CH:7][C:6]([C:9]2[C:10]([CH:14]=[O:15])=[CH:11][S:12][CH:13]=2)=[CH:5][CH:4]=1)[CH3:2].[BH4-].[Na+]>CO>[CH2:1]([C:3]1[CH:4]=[CH:5][C:6]([C:9]2[C:10]([CH2:14][OH:15])=[CH:11][S:12][CH:13]=2)=[CH:7][CH:8]=1)[CH3:2] |f:1.2|. The solvent is CO (MeOH). Isolated yield 97.0%. Run at time 2 hour. Starting materials: C(C)C1=CC=C(C=C1)C=1C(=CSC1)C=O (4-(4-ethylphenyl)thiophene-3-carbaldehyde), [BH4-].[Na+] (sodium borohydride). Procedure details: To a solution of 4-(4-ethylphenyl)thiophene-3-carbaldehyde (0.44 g, 2.03 mmol) in MeOH (5 mL) was added sodium borohydride (144 mg, 3.812 mmol) under argon at 0° C. The resulting mixture was stirred at room temperature for 2 h. The residue was extracted with EtOAc, dried over Na2SO4 and purification was conducted using CombiFlash (eluent: 10% EtOAc in heptane to 20% to 40) to afford the title product as a white solid (0.43 g, 97% yield). Reactants: N1CCC(CC1)NC(OC(C)(C)C)=O (tert-butyl piperidin-4-ylcarbamate), ClC1=NC=CC=N1 (2-chloropyrimidine), C(=O)([O-])[O-].[K+].[K+] (K2CO3). Solvent: O1CCOCC1 (1,4-dioxane). Yields the product N1=C(N=CC=C1)N1CCC(CC1)NC(OC(C)(C)C)=O (tert-butyl 1-(pyrimidine-2-yl)piperidin-4-ylcarbamate). Yield: 100.0%. Reaction SMILES: [NH:1]1[CH2:6][CH2:5][CH:4]([NH:7][C:8](=[O:14])[O:9][C:10]([CH3:13])([CH3:12])[CH3:11])[CH2:3][CH2:2]1.Cl[C:16]1[N:21]=[CH:20][CH:19]=[CH:18][N:17]=1.C([O-])([O-])=O.[K+].[K+]>O1CCOCC1>[N:17]1[CH:18]=[CH:19][CH:20]=[N:21][C:16]=1[N:1]1[CH2:2][CH2:3][CH:4]([NH:7][C:8](=[O:14])[O:9][C:10]([CH3:11])([CH3:13])[CH3:12])[CH2:5][CH2:6]1 |f:2.3.4|. Procedure: A mixture of tert-butyl piperidin-4-ylcarbamate (2.00 g, 9.99 mmol), 2-chloropyrimidine (3.43 g, 30.0 mmol), and K2CO3 (6.90 g, 49.9 mmol) in 1,4-dioxane (57 mL) was refluxed for 2 days. After cooled to room temperature, the mixture was filtered and washed with EtOAc. The filtrate was concentrated in vacuo, and the residue was purified by column chromatography (Hexane:EtOAC=3:1) to give tert-butyl 1-(pyrimidine-2-yl)piperidin-4-ylcarbamate (2.78 g, quant.) as a white solid. 1H-NMR (CDCl3, Varian... The reactants are O=C(n1ccnc1)n1ccnc1, CC(=O)NN, C1CCOC1, O=C(O)Cn1nc(-c2ccncc2)cc1Cc1ccc(F)cc1, CN(C)C=O, O. The product is CC(=O)NNC(=O)Cn1nc(-c2ccncc2)cc1Cc1ccc(F)cc1. Reaction SMILES: [C:24]([n:25]1[cH:26][cH:27][n:28][cH:29]1)([n:30]1[cH:31][cH:32][n:33][cH:34]1)=[O:35].[C:36]([CH3:37])(=[O:38])[NH:39][NH2:40].[CH2:41]1[O:42][CH2:43][CH2:44][CH2:45]1.[F:1][c:2]1[cH:3][cH:4][c:5]([CH2:6][c:7]2[cH:8][c:9](-[c:16]3[cH:17][cH:18][n:19][cH:20][cH:21]3)[n:10][n:11]2[CH2:12][C:13](=[O:14])[OH:15])[cH:22][cH:23]1.[O:46]=[CH:47][N:48]([CH3:49])[CH3:50].[OH2:51]>>[F:1][c:2]1[cH:3][cH:4][c:5]([CH2:6][c:7]2[cH:8][c:9](-[c:16]3[cH:17][cH:18][n:19][cH:20][cH:21]3)[n:10][n:11]2[CH2:12][C:13](=[O:14])[NH:40][NH:39][C:36]([CH3:37])=[O:38])[cH:22][cH:23]1. Solvent: S(=O)(Cl)Cl (thionyl chloride). Starting materials: C(#N)C1=CC=C(C=C1)CCC1=NC2=C(N1C)C=CC(=C2)NS(=O)(=O)C2=CC=C(C=C2)C(=O)O (N-{2-[2-(4-Cyanophenyl)-ethyl]-1-methyl-benzimidazol-5-yl}-(4-carboxy-benzenesulphonamide)), C(C)(=O)OCC (ethyl acetate). Product: C(#N)C1=CC=C(C=C1)CCC1=NC2=C(N1C)C=CC(=C2)NS(=O)(=O)C2=CC=C(C=C2)C(=O)OCC (N-{2-[2-(4-Cyanophenyl)-ethyl]-1-methyl-benzimidazol-5-yl}-(4-ethoxycarbonyl-benzenesulphonamide)). Reaction SMILES: [C:1]([C:3]1[CH:8]=[CH:7][C:6]([CH2:9][CH2:10][C:11]2[N:15]([CH3:16])[C:14]3[CH:17]=[CH:18][C:19]([NH:21][S:22]([C:25]4[CH:30]=[CH:29][C:28]([C:31]([OH:33])=[O:32])=[CH:27][CH:26]=4)(=[O:24])=[O:23])=[CH:20][C:13]=3[N:12]=2)=[CH:5][CH:4]=1)#[N:2].[C:34](OCC)(=O)[CH3:35]>S(Cl)(Cl)=O>[C:1]([C:3]1[CH:8]=[CH:7][C:6]([CH2:9][CH2:10][C:11]2[N:15]([CH3:16])[C:14]3[CH:17]=[CH:18][C:19]([NH:21][S:22]([C:25]4[CH:26]=[CH:27][C:28]([C:31]([O:33][CH2:34][CH3:35])=[O:32])=[CH:29][CH:30]=4)(=[O:24])=[O:23])=[CH:20][C:13]=3[N:12]=2)=[CH:5][CH:4]=1)#[N:2]. Reported procedure: N-{2-[2-(4-Cyanophenyl)-ethyl]-1-methyl-benzimidazol-5-yl}-(4-carboxy-benzenesulphonamide) (2.0 g, 4.3 mmol) is refluxed in 10 mL thionyl chloride for 1.5 h. The mixture is diluted with 50 mL ethyl acetate, the crystalline hydrochloride of the acid chloride is filtered off and washed with ethyl acetate/diethylether. The solid is suspended in 40 mL ethanol and slowly brought to reflux temperature. Half the ethanol is distilled off, the remainder is cooled and combined with ice water and made alka...